From a dataset of the Open Reaction Database (ORD), a public repository of structured organic reaction records. describe an organic reaction: reactants, conditions, products, and yield The reactants are ice, CI (methyl iodide), [H-].[Na+] (sodium hydride), BrC=1N=C(N2C1C=CC=C2)C(=O)C=2C=CC1=C(C(OC(N1)=O)=O)C2 (6-[(1-bromoimidazo[1,5-a]pyridin-3-yl)carbonyl]-2H-3,1-benzoxazine-2,4(1H)-dione). Solvent: CN(C)C=O (DMF). Run at time 3 hour. The product is BrC=1N=C(N2C1C=CC=C2)C(=O)C=2C=CC1=C(C(OC(N1C)=O)=O)C2 (6-[(1-Bromoimidazo[1,5-a]pyridin-3-yl)carbonyl]-1-methyl-2H-3,1-benzoxazine-2,4(1H)-dione). Isolated yield 99.1%. As a reaction SMILES: [CH3:1]I.[H-].[Na+].[Br:5][C:6]1[N:7]=[C:8]([C:15]([C:17]2[CH:18]=[CH:19][C:20]3[NH:25][C:24](=[O:26])[O:23][C:22](=[O:27])[C:21]=3[CH:28]=2)=[O:16])[N:9]2[CH:14]=[CH:13][CH:12]=[CH:11][C:10]=12>CN(C=O)C>[Br:5][C:6]1[N:7]=[C:8]([C:15]([C:17]2[CH:18]=[CH:19][C:20]3[N:25]([CH3:1])[C:24](=[O:26])[O:23][C:22](=[O:27])[C:21]=3[CH:28]=2)=[O:16])[N:9]2[CH:14]=[CH:13][CH:12]=[CH:11][C:10]=12 |f:1.2|. Procedure: 808 mg (5.7 mmol) of methyl iodide and 164 mg (3.42 mmol) of 50% sodium hydride are added, at ambient temperature under an inert atmosphere, to 1.1 g (2.85 mmol) of 6-[(1-bromoimidazo[1,5-a]pyridin-3-yl)carbonyl]-2H-3,1-benzoxazine-2,4(1H)-dione in 20 ml of DMF. After stirring for 3 hours, the reaction medium is poured into 200 ml of ice-cold water. The precipitate is filtered off, rinsed with water, and then dried under reduced pressure for 18 hours at 40° C. 1.13 g of a yellow solid are obtain... Reactants: [BH4-].[Na+] (Sodium borohydride), C(C)(=O)NNC=1N=NC(=C(N1)C)C1=CC=CC=C1 (3-(2-acetylhydrazino)-5-methyl-6-phenyl-1,2,4-triazine). Solvent: CO (methanol). Conditions: time 1 hour. The product is C(C)(=O)NNC=1NN=C(C(N1)C)C1=CC=CC=C1 (3-(2-acetylhydrazino)-5-methyl-6-phenyl-2,5-dihydro-1,2,4-triazine). The yield is 41.9%. RXN SMILES: [BH4-].[Na+].[C:3]([NH:6][NH:7][C:8]1[N:9]=[N:10][C:11]([C:15]2[CH:20]=[CH:19][CH:18]=[CH:17][CH:16]=2)=[C:12]([CH3:14])[N:13]=1)(=[O:5])[CH3:4]>CO>[C:3]([NH:6][NH:7][C:8]1[NH:9][N:10]=[C:11]([C:15]2[CH:20]=[CH:19][CH:18]=[CH:17][CH:16]=2)[CH:12]([CH3:14])[N:13]=1)(=[O:5])[CH3:4] |f:0.1|. Procedure: Sodium borohydride (1.11 g) was added to a stirred solution of 3-(2-acetylhydrazino)-5-methyl-6-phenyl-1,2,4-triazine (3.29 g) in methanol (30 ml) at room temperature and then the stirring was continued for 1 hour. The precipitates were collected by filtration, washed successively with water, methanol, and diisopropyl ether, and then recrystallized from a mixture of methanol and water to give colorless crystals of 3-(2-acetylhydrazino)-5-methyl-6-phenyl-2,5-dihydro-1,2,4-triazine (1.39 g), m.p. ... The reactants are [H-].[Na+] (NaH), CC1=CC=C(C=N1)O (6-methylpyridin-3-ol), O (water), CI (Methyl iodide). Solvent: CS(=O)C (DMSO), CCOCC (Et2O), CS(=O)C (DMSO). Conditions: temperature 0 celsius, time 40 minute. Product: COC=1C=CC(=NC1)C (5-Methoxy-2-methylpyridine). As a reaction SMILES: [H-].[Na+].[CH3:3][C:4]1[N:9]=[CH:8][C:7]([OH:10])=[CH:6][CH:5]=1.[CH3:11]I.O>CS(C)=O.CCOCC>[CH3:11][O:10][C:7]1[CH:6]=[CH:5][C:4]([CH3:3])=[N:9][CH:8]=1 |f:0.1|. Procedure details: To a stirred solution of 60% NaH (in mineral oil) (18.27 g, 0.458 mol, Aldrich, India) in DMSO (66 mL, Spectrochem., India) at 0° C., was added 6-methylpyridin-3-ol (25.0 g, 0.229 mol) dissolved in DMSO (100 mL) drop wise over a period of 15 min. After complete addition, the reaction mixture was stirred at 0° C. for 40 min. Methyl iodide (29.5 mL, 0.458 mol, Spectrochem, India) was added and the reaction mixture was stirred at rt for 2 h. The reaction with water and Et2O (1:1, 200 mL). The organ... Starting materials: COC=1C=C2C(=CC=NC2=CC1OC)OC1=CC=C(N)C=C1 (4-[(6,7-Dimethoxy-4-quinolyl)oxy]aniline), ClC(Cl)(OC(OC(Cl)(Cl)Cl)=O)Cl (triphosgene), C([O-])(O)=O.[Na+] (sodium bicarbonate), COC=1C=C(C=CC1)O (3-methoxyphenol). Solvent: C(C)N(CC)CC (triethylamine), C1(=CC=CC=C1)C (toluene), C(Cl)Cl (methylene chloride). Product: COC=1C=C2C(=CC=NC2=CC1OC)OC1=CC=C(C=C1)NC(OC1=CC(=CC=C1)OC)=O (3-Methoxyphenyl N-{4-[(6,7-dimethoxy-4-quinolyl)oxy]phenyl}carbamate). Yield: 71.7%. RXN SMILES: [CH3:1][O:2][C:3]1[CH:4]=[C:5]2[C:10](=[CH:11][C:12]=1[O:13][CH3:14])[N:9]=[CH:8][CH:7]=[C:6]2[O:15][C:16]1[CH:22]=[CH:21][C:19]([NH2:20])=[CH:18][CH:17]=1.ClC(Cl)(O[C:27](=[O:33])[O:28][C:29](Cl)(Cl)Cl)Cl.[CH3:35][O:36][C:37]1[CH:38]=C(O)[CH:40]=[CH:41][CH:42]=1.C(=O)(O)[O-].[Na+]>C(Cl)Cl.C(N(CC)CC)C.C1(C)C=CC=CC=1>[CH3:1][O:2][C:3]1[CH:4]=[C:5]2[C:10](=[CH:11][C:12]=1[O:13][CH3:14])[N:9]=[CH:8][CH:7]=[C:6]2[O:15][C:16]1[CH:22]=[CH:21][C:19]([NH:20][C:27](=[O:33])[O:28][C:29]2[CH:40]=[CH:41][CH:42]=[C:37]([O:36][CH3:35])[CH:38]=2)=[CH:18][CH:17]=1 |f:3.4|. Reported procedure: 4-[(6,7-Dimethoxy-4-quinolyl)oxy]aniline (100 mg) was added to toluene (10 ml) and triethylamine (1 ml), and the mixture was heated under reflux to prepare a solution. A solution of triphosgene (150 mg) in methylene chloride was then added to the solution, and the mixture was heated under reflux for 10 min. Next, 3-methoxyphenol (55 mg) was added thereto, and the mixture was further stirred with heating under reflux for 3 hr. A saturated aqueous sodium bicarbonate solution was added to stop the ... Starting materials: C(C)OC1=C(OCCNCCC(=O)NC2=CC=C(C=C2)F)C=CC=C1 (3-{2-(2-ethoxyphenoxy)ethylamino}-p-fluoropropionanilide), O1CCCC1 (tetrahydrofuran), [H-].[Al+3].[Li+].[H-].[H-].[H-] (lithium aluminum hydride), O1CCCC1 (tetrahydrofuran), C1=CC=CC=C1 (benzene), O (water). The product is C(C(=O)O)(=O)O.C(C)OC1=C(OCCNCCCNC2=CC=C(C=C2)F)C=CC=C1 (N-{2-(2-ethoxyphenoxy)ethyl}-3-(4-fluoroanilino)propylamine hydrogen oxalate). RXN SMILES: [H-].[Al+3].[Li+].[H-].[H-].[H-].[CH2:7]([O:9][C:10]1[CH:31]=[CH:30][CH:29]=[CH:28][C:11]=1[O:12][CH2:13][CH2:14][NH:15][CH2:16][CH2:17][C:18]([NH:20][C:21]1[CH:26]=[CH:25][C:24]([F:27])=[CH:23][CH:22]=1)=O)[CH3:8].[OH2:32].C1C=CC=CC=1.[O:39]1CCCC1>>[C:11]([OH:12])(=[O:39])[C:10]([OH:9])=[O:32].[CH2:7]([O:9][C:10]1[CH:31]=[CH:30][CH:29]=[CH:28][C:11]=1[O:12][CH2:13][CH2:14][NH:15][CH2:16][CH2:17][CH2:18][NH:20][C:21]1[CH:26]=[CH:25][C:24]([F:27])=[CH:23][CH:22]=1)[CH3:8] |f:0.1.2.3.4.5,10.11|. Procedure details: To a mixture of 0.35 g of lithium aluminum hydride and 15 ml of tetrahydrofuran, there was added dropwise a solution of 2.05 g of 3-{2-(2-ethoxyphenoxy)ethylamino}-p-fluoropropionanilide in 20 ml of tetrahydrofuran. Then, the resulting mixture was refluxed for 3 hours. To the reaction mixture cooled in ice, there were gradually added water and benzene. The organic layer was separated, dried over sodium sulfate and evaporated under reduced pressure. The oily residue was dissolved in isopropanol, ... Reactants: [OH-].[K+] (potassium hydroxide), CC=1N(C(=CC1)C)C1=NC(=C(C(=N1)C)Br)C (2-(2,5-Dimethyl-1H-pyrrol-1-yl)-5-bromo-4,6-dimethylpyrimidine), O (water). Reagents/catalysts: C=1C=CC(=CC1)/C=C/C(=O)/C=C/C2=CC=CC=C2.C=1C=CC(=CC1)/C=C/C(=O)/C=C/C2=CC=CC=C2.C=1C=CC(=CC1)/C=C/C(=O)/C=C/C2=CC=CC=C2.[Pd].[Pd] (Pd2dba3). Run in O1CCOCC1 (dioxane). Reaction conditions: temperature 100 celsius, time 3 hour. Product: CC=1N(C(=CC1)C)C1=NC(=C(C(=N1)C)O)C (2-(2,5-Dimethyl-1H-pyrrol-1-yl)-5-hydroxy-4,6-dimethylpyrimidine). Reaction SMILES: [CH3:1][C:2]1[N:3]([C:8]2[N:13]=[C:12]([CH3:14])[C:11](Br)=[C:10]([CH3:16])[N:9]=2)[C:4]([CH3:7])=[CH:5][CH:6]=1.[OH-:17].[K+].O>O1CCOCC1.C1C=CC(/C=C/C(/C=C/C2C=CC=CC=2)=O)=CC=1.C1C=CC(/C=C/C(/C=C/C2C=CC=CC=2)=O)=CC=1.C1C=CC(/C=C/C(/C=C/C2C=CC=CC=2)=O)=CC=1.[Pd].[Pd]>[CH3:1][C:2]1[N:3]([C:8]2[N:13]=[C:12]([CH3:14])[C:11]([OH:17])=[C:10]([CH3:16])[N:9]=2)[C:4]([CH3:7])=[CH:5][CH:6]=1 |f:1.2,5.6.7.8.9|. Procedure: To a stirred solution containing 2.00 g (7.14 mmol) of 2-(2,5-dimethyl-1H-pyrrol-1-yl)-5-bromo-4,6-dimethylpyrimidine (4) in 16 mL of dioxane-degassed water 1:1 were added 132 mg (0.14 mmol) of Pd2dba3 followed by 242 mg (0.58 mmol) of 2-Di-tert-butylphosphino-2′,4′,6′-triisopropylbyphenyl (L1) and 1.2 g (21.42 mmol) of potassium hydroxide. The reaction mixture was stirred at 100° C. under argon atmosphere during 3 h. The reaction mixture was poured into 100 mL of water and extracted with two po... Starting materials: ClC1=CC(=C(CN2N=NC3=C2C=CC(=C3)C=O)C=C1)C(F)(F)F (1-(4-chloro-2-trifluoromethylbenzyl)-1H-benzotriazole-5-carbaldehyde), CC1=NC(=NN1)CN1C(SCC1=O)=O (3-(5-methyl-1H-[1,2,4]triazol-3-ylmethyl)-1,3-thiazolidine-2,4-dione). Product: ClC1=CC(=C(CN2N=NC3=C2C=CC(=C3)\C=C/3\C(N(C(S3)=O)CC3=NNC(=N3)C)=O)C=C1)C(F)(F)F ((5Z)-5-({1-[4-Chloro-2-(trifluoromethyl)benzyl]-1H-benzotriazol-5-yl}methylidene)-3-[(5-methyl-1H-1,2,4-triazol-3-yl)methyl]-1,3-thiazolidine-2,4-dione). Reaction SMILES: [Cl:1][C:2]1[CH:19]=[CH:18][C:5]([CH2:6][N:7]2[C:11]3[CH:12]=[CH:13][C:14]([CH:16]=O)=[CH:15][C:10]=3[N:9]=[N:8]2)=[C:4]([C:20]([F:23])([F:22])[F:21])[CH:3]=1.[CH3:24][C:25]1[NH:29][N:28]=[C:27]([CH2:30][N:31]2[C:35](=[O:36])[CH2:34][S:33][C:32]2=[O:37])[N:26]=1>>[Cl:1][C:2]1[CH:19]=[CH:18][C:5]([CH2:6][N:7]2[C:11]3[CH:12]=[CH:13][C:14](/[CH:16]=[C:34]4/[C:35](=[O:36])[N:31]([CH2:30][C:27]5[N:26]=[C:25]([CH3:24])[NH:29][N:28]=5)[C:32](=[O:37])[S:33]/4)=[CH:15][C:10]=3[N:9]=[N:8]2)=[C:4]([C:20]([F:23])([F:21])[F:22])[CH:3]=1. Procedure: (5Z)-5-({1-[4-Chloro-2-(trifluoromethyl)benzyl]-1H-benzotriazol-5-yl}methylidene)-3-[(5-methyl-1H-1,2,4-triazol-3-yl)methyl]-1,3-thiazolidine-2,4-dione was prepared from 1-(4-chloro-2-trifluoromethylbenzyl)-1H-benzotriazole-5-carbaldehyde (from Example 258) and 3-(5-methyl-1H-[1,2,4]triazol-3-ylmethyl)-1,3-thiazolidine-2,4-dione (from Example 86) following General Procedure F. The reactants are C(CCCCCCCCCCCCC)(=O)O[C@H]([C@@H](C(=O)NCCC(OCC)OCC)NC(=O)OCC1=CC=CC=C1)C ((1S,2S)-2-{[(benzyloxy)carbonyl]amino}-3-[(3,3-diethoxypropyl)amino]-1-methyl-3-oxopropyl myristate), Cl (hydrochloric acid), C([O-])(O)=O.[Na+] (sodium bicarbonate). Solvent: O1CCCC1 (tetrahydrofuran). Reaction conditions: time 5 hour. The product is C(CCCCCCCCCCCCC)(=O)O[C@H]([C@@H](C(NCCC=O)=O)NC(=O)OCC1=CC=CC=C1)C ((1S,2S)-2-{[(benzyloxy)carbonyl]amino}-1-methyl-3-oxo-3-[(3-oxopropyl)amino]propyl myristate). Yield: 74.7%. As a reaction SMILES: [C:1]([O:16][C@@H:17]([CH3:42])[C@H:18]([NH:31][C:32]([O:34][CH2:35][C:36]1[CH:41]=[CH:40][CH:39]=[CH:38][CH:37]=1)=[O:33])[C:19]([NH:21][CH2:22][CH2:23][CH:24](OCC)[O:25]CC)=[O:20])(=[O:15])[CH2:2][CH2:3][CH2:4][CH2:5][CH2:6][CH2:7][CH2:8][CH2:9][CH2:10][CH2:11][CH2:12][CH2:13][CH3:14].Cl.C(=O)(O)[O-].[Na+]>O1CCCC1>[C:1]([O:16][C@@H:17]([CH3:42])[C@H:18]([NH:31][C:32]([O:34][CH2:35][C:36]1[CH:37]=[CH:38][CH:39]=[CH:40][CH:41]=1)=[O:33])[C:19](=[O:20])[NH:21][CH2:22][CH2:23][CH:24]=[O:25])(=[O:15])[CH2:2][CH2:3][CH2:4][CH2:5][CH2:6][CH2:7][CH2:8][CH2:9][CH2:10][CH2:11][CH2:12][CH2:13][CH3:14] |f:2.3|. Procedure details: To a solution of (1S,2S)-2-{[(benzyloxy)carbonyl]amino}-3-[-(3,3-diethoxypropyl)amino]-1-methyl-3-oxopropyl myristate (1.06 g, 1.79 mmol, obtained from Reference Example 47) in anhydrous tetrahydrofuran was added 0.5 N hydrochloric acid (4.3 ml). The resulting solution was stirred at room temperature for 5 hours. The reaction mixture was brought to pH 9 with aqueous sodium bicarbonate, extracted with ethyl acetate (3×75 ml), the combined organics were washed with saturated sodium chloride, dried... The reactants are COS(=O)(=O)OC, CCO, [Na+], [Na], [OH-], O, O=S(=O)(O)c1ccc2ccc(O)cc2c1. As a reaction SMILES: [CH3:19][O:20][S:21]([O:22][CH3:23])(=[O:24])=[O:25].[CH3:27][CH2:28][OH:29].[Na+:18].[Na:16].[OH-:17].[OH2:26].[OH:1][c:2]1[cH:3][cH:4][c:5]2[cH:6][cH:7][c:8]([S:12](=[O:13])(=[O:14])[OH:15])[cH:9][c:10]2[cH:11]1>>[O:1]([c:2]1[cH:3][cH:4][c:5]2[cH:6][cH:7][c:8]([S:12](=[O:13])(=[O:14])[OH:15])[cH:9][c:10]2[cH:11]1)[CH3:19]. Yields the product COc1ccc2ccc(S(=O)(=O)O)cc2c1.